The task is: describe an organic reaction: reactants, conditions, products, and yield. This data is from the Open Reaction Database (ORD), a public repository of structured organic reaction records. The reactants are C, Cc1oc(-c2ccccc2)nc1CCOc1ccc(C=CC#N)cc1, CCOC(C)=O, [Pd]. Yields the product Cc1oc(-c2ccccc2)nc1CCOc1ccc(CCC#N)cc1. Reaction SMILES: [C:26].[CH3:1][c:2]1[c:3]([CH2:13][CH2:14][O:15][c:16]2[cH:17][cH:18][c:19]([CH:20]=[CH:21][C:22]#[N:23])[cH:24][cH:25]2)[n:4][c:5](-[c:7]2[cH:8][cH:9][cH:10][cH:11][cH:12]2)[o:6]1.[CH3:28][CH2:29][O:30][C:31](=[O:32])[CH3:33].[Pd:27]>>[CH3:1][c:2]1[c:3]([CH2:13][CH2:14][O:15][c:16]2[cH:17][cH:18][c:19]([CH2:20][CH2:21][C:22]#[N:23])[cH:24][cH:25]2)[n:4][c:5](-[c:7]2[cH:8][cH:9][cH:10][cH:11][cH:12]2)[o:6]1. The reactants are C1CCCCC1, ClCCl, CO, CN1C(=S)N(c2ccc(C#N)c(C(F)(F)F)c2)C(=N)C12CCCC2, ClC(Cl)Cl, O. The product is CN1C(=S)N(c2ccc(C#N)c(C(F)(F)F)c2)C(=O)C12CCCC2. As a reaction SMILES: [CH2:32]1[CH2:33][CH2:34][CH2:35][CH2:36][CH2:37]1.[CH2:38]([Cl:39])[Cl:40].[CH3:1][OH:2].[CH3:7][N:8]1[C:9](=[S:30])[N:10]([c:18]2[cH:19][c:20]([C:26]([F:27])([F:28])[F:29])[c:21]([C:22]#[N:23])[cH:24][cH:25]2)[C:11](=[NH:17])[C:12]12[CH2:13][CH2:14][CH2:15][CH2:16]2.[CH:3]([Cl:4])([Cl:5])[Cl:6].[OH2:31]>>[O:2]=[C:11]1[N:10]([c:18]2[cH:19][c:20]([C:26]([F:27])([F:28])[F:29])[c:21]([C:22]#[N:23])[cH:24][cH:25]2)[C:9](=[S:30])[N:8]([CH3:7])[C:12]12[CH2:13][CH2:14][CH2:15][CH2:16]2. Starting materials: O=C1NC2=CC=C(C=C2C12CCCCC2)C=2C=C(C#N)C=C(C2)F (3-(1′,2′-dihydro-2′-oxospiro[cyclohexane-1,3′-[3H]indol]-5′-yl)-5-flurobenzonitrile), C(C)OC(OCC)OCC (triethylorthoformate). Yields the product C(C)OC(N1C(C2(C3=CC(=CC=C13)C=1C=C(C#N)C=C(C1)F)CCCCC2)=O)OCC (3-(1′-Diethoxymethyl-1′,2′-dihydro-2′-oxospiro[cyclohexane-1,3′-[3H]indol]-5′-yl)-5-fluorobenzonitrile). Isolated yield 56.4%. RXN SMILES: [O:1]=[C:2]1[C:10]2([CH2:15][CH2:14][CH2:13][CH2:12][CH2:11]2)[C:9]2[C:4](=[CH:5][CH:6]=[C:7]([C:16]3[CH:17]=[C:18]([CH:21]=[C:22]([F:24])[CH:23]=3)[C:19]#[N:20])[CH:8]=2)[NH:3]1.[CH2:25]([O:27][CH:28](OCC)[O:29][CH2:30][CH3:31])[CH3:26]>>[CH2:25]([O:27][CH:28]([O:29][CH2:30][CH3:31])[N:3]1[C:4]2[C:9](=[CH:8][C:7]([C:16]3[CH:17]=[C:18]([CH:21]=[C:22]([F:24])[CH:23]=3)[C:19]#[N:20])=[CH:6][CH:5]=2)[C:10]2([CH2:11][CH2:12][CH2:13][CH2:14][CH2:15]2)[C:2]1=[O:1])[CH3:26]. Procedure: A solution of 3-(1′,2′-dihydro-2′-oxospiro[cyclohexane-1,3′-[3H]indol]-5′-yl)-5-flurobenzonitrile (1.0 eq, 0.27 g, 0.84 mmol) in triethylorthoformate (2 mL, 12 mmol) was heated to 150° C. for 1 h. The reaction mixture was allowed to cool, the excess triethylorthoformate was removed in vacuo, and the residue was purified by flash column chromatography on silica gel (eluting with 10% EtOAc/hexane) to give the title compound (0.2 g, 56%) as a white powder, mp 146° C. 1H NMR (DMSO-d6; 400 MHz) δ 1.1... Starting materials: CC1(CC(CC(C1)C)CC(=O)OCC)C (ethyl 3,3,5-trimethyl-cyclohexylacetate), [OH-].[Na+] (sodium hydroxide), S(O)(O)(=O)=O (sulphuric acid). Solvent: O (water). The product is CC1(CC(CC(C1)C)CC(=O)O)C (3,3,5-trimethyl-cyclohexylacetic acid). The yield is 83.0%. Reaction SMILES: [CH3:1][C:2]1([CH3:15])[CH2:7][CH:6]([CH3:8])[CH2:5][CH:4]([CH2:9][C:10]([O:12]CC)=[O:11])[CH2:3]1.[OH-].[Na+].S(=O)(=O)(O)O>O>[CH3:15][C:2]1([CH3:1])[CH2:7][CH:6]([CH3:8])[CH2:5][CH:4]([CH2:9][C:10]([OH:12])=[O:11])[CH2:3]1 |f:1.2|. Procedure details: 875 g of ethyl 3,3,5-trimethyl-cyclohexylacetate are treated in 2.2 l of water with 670 g of 30% sodium hydroxide and the mixture is held at reflux temperature for 21/2 hours while stirring. After cooling, the mixture is neutralized, acidified with 420 g of 63% sulphuric acid and extracted with cyclohexane. The cyclohexane extract is washed neutral, evaporated and the 770 g of crude product are distilled. There are obtained 630 g of 3,3,5-trimethyl-cyclohexylacetic acid. (Yield: 82%). Reactants: Cc1nc(CCl)no1, Sc1cccc(Cl)c1Cl, [H-], [Na+], C1CCOC1. The product is Cc1nc(CSc2cccc(Cl)c2Cl)no1. Reaction SMILES: [Cl:12][CH2:13][c:14]1[n:15][o:16][c:17]([CH3:19])[n:18]1.[Cl:1][c:2]1[c:3]([SH:9])[cH:4][cH:5][cH:6][c:7]1[Cl:8].[H-:10].[Na+:11].[O:20]1[CH2:21][CH2:22][CH2:23][CH2:24]1>>[Cl:1][c:2]1[c:3]([S:9][CH2:13][c:14]2[n:15][o:16][c:17]([CH3:19])[n:18]2)[cH:4][cH:5][cH:6][c:7]1[Cl:8]. Reactants: BrC1=[N+](C=C(C(=C1)[N+](=O)[O-])NC)[O-] (2-Bromo-5-(methylamino)-4-nitropyridine 1-oxide), P(Br)(Br)Br (phosphorous tribromide), O (Water), CO (methanol). The solvent is ClCCl (dichloromethane), ClCCl (dichloromethane). Reaction conditions: time 10 minute. The product is BrC1=CC(=C(C=N1)NC)[N+](=O)[O-] (6-Bromo-N-methyl-4-nitropyridin-3-amine). Reaction SMILES: [Br:1][C:2]1[CH:7]=[C:6]([N+:8]([O-:10])=[O:9])[C:5]([NH:11][CH3:12])=[CH:4][N+:3]=1[O-].P(Br)(Br)Br.O.CO>ClCCl>[Br:1][C:2]1[N:3]=[CH:4][C:5]([NH:11][CH3:12])=[C:6]([N+:8]([O-:10])=[O:9])[CH:7]=1. Reported procedure: 2-Bromo-5-(methylamino)-4-nitropyridine 1-oxide (10.0 g, 40.4 mmol) in 200 mL dichloromethane was mixed with phosphorous tribromide (10 mL, 106 mmol) in 50 mL dichloromethane at 10° C. and stirred for 10 minutes at ambient temperature. Water and methanol were added and the mixture was extracted with dichloromethane. The organic layers were washed with Na2CO3 (aq.) dried over MgSO4. The residue was triturated with ethanol, filtered and dried at 50° C. i. vac. Starting materials: ClCCl, CNOC, CN(C)C=O, O=C(Cl)C(=O)Cl, O=C(O)Cc1ccc(Cl)c(Cl)c1, Cl, O, c1ccncc1. The product is CON(C)C(=O)Cc1ccc(Cl)c(Cl)c1. RXN SMILES: [CH2:30]([Cl:31])[Cl:32].[CH3:20][NH:21][O:22][CH3:23].[CH3:34][N:35]([CH3:36])[CH:37]=[O:38].[Cl:13][C:14]([C:15]([Cl:16])=[O:17])=[O:18].[Cl:1][c:2]1[cH:3][c:4]([CH2:9][C:10](=[O:11])[OH:12])[cH:5][cH:6][c:7]1[Cl:8].[ClH:19].[OH2:33].[cH:24]1[cH:25][cH:26][n:27][cH:28][cH:29]1>>[Cl:1][c:2]1[cH:3][c:4]([CH2:9][C:10](=[O:12])[N:21]([CH3:20])[O:22][CH3:23])[cH:5][cH:6][c:7]1[Cl:8].